From a dataset of the Open Reaction Database (ORD), a public repository of structured organic reaction records. describe an organic reaction: reactants, conditions, products, and yield Reactants: O (water), ClC=1C=C(C=CC1Cl)N1C(C(=C(C2=CC=CN=C12)O)CC(C)O)=O (1-(3,4-dichlorophenyl)-4-hydroxy-3-(2-hydroxypropyl)-1,8-naphthyridin-2(1H)-one), C(=O)(O)[O-].[Na+] (NaHCO3). The solvent is CS(=O)(=O)O.O=P12OP3(=O)OP(=O)(O1)OP(=O)(O2)O3 (Eaton's Reagent). Product: ClC=1C=C(C=CC1Cl)N1C2=C(C(C3=CC=CN=C13)=O)CC(O2)C (9-(3,4-Dichlorophenyl)-3,9-dihydro-2-methyl-furo-[2,3-b][1,8]naphthyridin-4(2H)-one). Reaction SMILES: [Cl:1][C:2]1[CH:3]=[C:4]([N:9]2[C:18]3[C:13](=[CH:14][CH:15]=[CH:16][N:17]=3)[C:12]([OH:19])=[C:11]([CH2:20][CH:21](O)[CH3:22])[C:10]2=[O:24])[CH:5]=[CH:6][C:7]=1[Cl:8].O.C([O-])(O)=O.[Na+]>CS(O)(=O)=O.O=P12OP3(OP(OP(O3)(O1)=O)(=O)O2)=O>[Cl:1][C:2]1[CH:3]=[C:4]([N:9]2[C:18]3[C:13](=[CH:14][CH:15]=[CH:16][N:17]=3)[C:12](=[O:19])[C:11]3[CH2:20][CH:21]([CH3:22])[O:24][C:10]2=3)[CH:5]=[CH:6][C:7]=1[Cl:8] |f:2.3,4.5|. Procedure details: A solution of 1-(3,4-dichlorophenyl)-4-hydroxy-3-(2-hydroxypropyl)-1,8-naphthyridin-2(1H)-one (5 g.) in Eaton's Reagent (10% P2O5 in methanesulfonic acid; 100 ml.), under an atmosphere of nitrogen, was heated at 70° C. for 2 hr. The mixture was cooled and poured into water. The pH was adjusted to 7 with NaHCO3. The product was filtered off, washed with water, dried in air, and recrystallized from isopropanol/charcoal to yield the product, m.p. 218-220.5° C. Reactants: ClC1=C(C=CC=C1)C=1C2=C(NC(CN1)=O)SC(=C2)CCC2=CC=CC=C2 (5-(2-chlorophenyl)-7-(2-phenylethyl)-1,3-dihydro-2H-thieno[2,3-e]-1,4-diazepin-2-one), COC=1C=CC(=CC1)P2(=S)SP(=S)(S2)C=3C=CC(=CC3)OC (Lawesson reagent). Solvent: C1(=CC=CC=C1)C (toluene). The product is ClC1=C(C=CC=C1)C=1C2=C(NC(CN1)=S)SC(=C2)CCC2=CC=CC=C2 (5-(2-chlorophenyl)-7-(2-phenylethyl)-1,3-dihydro-2H-thieno[2,3-e]-1,4-diazepine-2-thione). The yield is 208.0%. RXN SMILES: [Cl:1][C:2]1[CH:7]=[CH:6][CH:5]=[CH:4][C:3]=1[C:8]1[C:9]2[CH:18]=[C:17]([CH2:19][CH2:20][C:21]3[CH:26]=[CH:25][CH:24]=[CH:23][CH:22]=3)[S:16][C:10]=2[NH:11][C:12](=O)[CH2:13][N:14]=1.COC1C=CC(P2(SP(C3C=CC(OC)=CC=3)(=S)S2)=[S:36])=CC=1>C1(C)C=CC=CC=1>[Cl:1][C:2]1[CH:7]=[CH:6][CH:5]=[CH:4][C:3]=1[C:8]1[C:9]2[CH:18]=[C:17]([CH2:19][CH2:20][C:21]3[CH:26]=[CH:25][CH:24]=[CH:23][CH:22]=3)[S:16][C:10]=2[NH:11][C:12](=[S:36])[CH2:13][N:14]=1. Procedure details: A suspension of 7.5 g of 5-(2-chlorophenyl)-7-(2-phenylethyl)-1,3-dihydro-2H-thieno[2,3-e]-1,4-diazepin-2-one, melting at 175°-176° C. and 4.8 g of Lawesson reagent in 150 ml of toluene is stirred at 40°-45° C. for an hour. The resultant solution is concentrated under reduced pressure, and the residue is subjected to chromatography on silica gel and then eluted with chloroform-methanol (100:1 to 100:2). The objective fraction is concentrated under reduced pressure to give 9.8 g of 5-(2-chlorophe... The reactants are Cl (hydrochloric acid), [Li]CCCC (n-BuLi), BrC=1C=C(C(=NC1)C1=CC=C(C=C1)OCCCCCCCC)Cl (5-bromo-3-chloro-2-(4-octyloxyphenyl)pyridine), B(OC)(OC)OC (trimethyl borate). Solvent: CCCCCC (n-hexane), O1CCCC1 (tetrahydrofuran). Conditions: temperature 0 celsius, time 0.5 hour. Yields the product ClC=1C(=NC=C(C1)O)C1=CC=C(C=C1)OCCCCCCCC (3-chloro-5-hydroxy-2-(4-octyloxyphenyl)pyridine). Isolated yield 58.2%. As a reaction SMILES: [Li]CCCC.Br[C:7]1[CH:8]=[C:9]([Cl:28])[C:10]([C:13]2[CH:18]=[CH:17][C:16]([O:19][CH2:20][CH2:21][CH2:22][CH2:23][CH2:24][CH2:25][CH2:26][CH3:27])=[CH:15][CH:14]=2)=[N:11][CH:12]=1.B(OC)(OC)[O:30]C.Cl>CCCCCC.O1CCCC1>[Cl:28][C:9]1[C:10]([C:13]2[CH:18]=[CH:17][C:16]([O:19][CH2:20][CH2:21][CH2:22][CH2:23][CH2:24][CH2:25][CH2:26][CH3:27])=[CH:15][CH:14]=2)=[N:11][CH:12]=[C:7]([OH:30])[CH:8]=1. Procedure: 18.9 ml (30.30 mmol) of 1.6M n-BuLi solution in n-hexane are added dropwise at 0° C. to 4.50 g (12.10 mmol) of 5-bromo-3-chloro-2-(4-octyloxyphenyl)pyridine and 2.7 ml (24.20 mmol) of trimethyl borate in 70 ml of tetrahydrofuran, and the mixture is stirred at 0° C. for 0.5 hour. The mixture is subsequently acidified by means of dilute hydrochloric acid and partitioned between aqueous sodium chloride solution and ether, the organic phase is washed with sodium chloride solution, dried over sodium ... Starting materials: C(C1=CC=CC=C1)OC(=O)Cl (benzylchloroformate), C([O-])(O)=O.[Na+] (sodium bicarbonate), C[C@@H]1CNCC[C@@H]1NC1=C(C=CC=C1)F (cis-3-methyl-4-(2-fluoro-phenylamino)-piperidine). The solvent is O (water), CCOCC (ether), CCOCC (ether). Run at time 1 hour. Yields the product C(C1=CC=CC=C1)OC(=O)N1C[C@H]([C@H](CC1)NC1=C(C=CC=C1)F)C (cis-1-benzyloxycarbonyl-3-methyl-4-(2-fluorophenylamino)-piperidine). As a reaction SMILES: [CH2:1]([O:8][C:9](Cl)=[O:10])[C:2]1[CH:7]=[CH:6][CH:5]=[CH:4][CH:3]=1.C(=O)(O)[O-].[Na+].[CH3:17][C@H:18]1[C@@H:23]([NH:24][C:25]2[CH:30]=[CH:29][CH:28]=[CH:27][C:26]=2[F:31])[CH2:22][CH2:21][NH:20][CH2:19]1>O.CCOCC>[CH2:1]([O:8][C:9]([N:20]1[CH2:21][CH2:22][C@H:23]([NH:24][C:25]2[CH:30]=[CH:29][CH:28]=[CH:27][C:26]=2[F:31])[C@H:18]([CH3:17])[CH2:19]1)=[O:10])[C:2]1[CH:7]=[CH:6][CH:5]=[CH:4][CH:3]=1 |f:1.2|. Reported procedure: To a rapidly stirred mixture of benzylchloroformate (0.39 ml, 2.76 mmol) and sodium bicarbonate (284 mg, 3.6 mmol) in water (4 ml) and ether (4 ml) is added cis-3-methyl-4-(2-fluoro-phenylamino)-piperidine (500 mg, 2.4 mmol) as a solution in ether (2 ml). The mixture is stirred for one hour at ambient temperature, the layers are separated, and the organics washed with 2N NaOH (2×) and brine (1×). The organics are dried over sodium sulfate and concentrated to give cis-1-benzyloxycarbonyl-3-methyl... Reactants: CO, COC(=O)c1ccc(C=O)c(OC)c1, Cl, [Na+], [OH-], O. Yields the product COc1cc(C(=O)O)ccc1C=O. As a reaction SMILES: [CH3:17][OH:18].[CH:1](=[O:2])[c:3]1[c:4]([O:13][CH3:14])[cH:5][c:6]([C:7](=[O:8])[O:9][CH3:10])[cH:11][cH:12]1.[ClH:16].[Na+:20].[OH-:19].[OH2:15]>>[CH:1](=[O:2])[c:3]1[c:4]([O:13][CH3:14])[cH:5][c:6]([C:7](=[O:8])[OH:9])[cH:11][cH:12]1. Starting materials: C(#N)CCNC([C@H](C(C)(C)C)NC(=O)N1N=C(C2=C1CCOC2)C2=CC(=C(C=C2)F)F)=O ((S)-N-(1-(2-cyanoethylamino)-3,3-dimethyl-1-oxobutan-2-yl)-3-(3,4-difluorophenyl)-6,7-dihydropyrano[4,3-c]pyrazole-1(4H)-carboxamide), NCC1=NC=C(N=C1)C (2-aminomethyl-5-methylpyrazine). The product is FC=1C=C(C=CC1F)C=1C2=C(N(N1)C(=O)N[C@H](C(=O)NCC1=NC=C(N=C1)C)C(C)(C)C)CCOC2 ((S)-3-(3,4-difluorophenyl)-N-(3,3-dimethyl-1-((5-methylpyrazin-2-yl)methylamino)-1-oxobutan-2-yl)-6,7-dihydropyrano-[4,3-c]pyrazole-1(4H)-carboxamide). As a reaction SMILES: [C:1]([CH2:3][CH2:4][NH:5][C:6](=[O:32])[C@@H:7]([NH:12][C:13]([N:15]1[C:19]2[CH2:20][CH2:21][O:22][CH2:23][C:18]=2[C:17]([C:24]2[CH:29]=[CH:28][C:27]([F:30])=[C:26]([F:31])[CH:25]=2)=[N:16]1)=[O:14])[C:8]([CH3:11])([CH3:10])[CH3:9])#[N:2].[NH2:33][CH2:34][C:35]1[CH:40]=NC(C)=CN=1>>[F:31][C:26]1[CH:25]=[C:24]([C:17]2[C:18]3[CH2:23][O:22][CH2:21][CH2:20][C:19]=3[N:15]([C:13]([NH:12][C@@H:7]([C:8]([CH3:11])([CH3:10])[CH3:9])[C:6]([NH:5][CH2:4][C:3]3[CH:1]=[N:2][C:35]([CH3:40])=[CH:34][N:33]=3)=[O:32])=[O:14])[N:16]=2)[CH:29]=[CH:28][C:27]=1[F:30]. Reported procedure: Compound 106 was prepared by the procedure described for the synthesis of compound 104 by replacing 2-cyanoethylamine with 2-aminomethyl-5-methylpyrazine. LCMS (+ESI) m/z=499.3 [M+H]+. 1H NMR (CDCl3) δ 8.48 (s, 1H), 8.35 (s, 1H), 7.92 (d, J=9.4 Hz, 1H), 7.47-7.52 (m, 1H), 7.28-7.32 (m, 1H), 7.19-7.27 (m, 1H), 6.98 (br, 1H), 4.82 (s, 2H), 4.57-4.62 (m, 2H), 4.30 (d, J=10.4 Hz, 1H), 3.93 (t, J=5.4 Hz, 2H), 3.18 (br, 2H), 2.80 (s, 3H), 1.11 (s, 9H). Reactants: steel, polyester, hydroxy, triisocyanate, polyurethane, C(C)OC(C(C1=CC=CC=C1)=O)C1=CC=CC=C1 (benzoin ethyl ether), C1=CC=C(C=C1)C(N=C=O)N=C=O (toluylene diisocyanate), C(C(=C)C)(=O)OCCO (β-hydroxyethyl methacrylate), polyvinyl alcohol methacrylic anhydride, O (water). The solvent is C(C)O (ethanol). The product is C(CCCCC(=O)O)(=O)O (adipic acid), C(C=1C(C(=O)O)=CC=CC1)(=O)O (phthalic acid), C(O)C(CC)(CO)CO (1,1,1-trimethylolpropane). Reaction SMILES: C(OC(C1C=CC=CC=1)[C:5](=[O:12])[C:6]1[CH:11]=[CH:10][CH:9]=[CH:8][CH:7]=1)C.C1C=CC(C(N=C=O)N=[C:27]=[O:28])=CC=1.[C:32]([O:37]CCO)(=[O:36])[C:33]([CH3:35])=C.[OH2:41]>C(O)C>[C:5]([OH:12])(=[O:28])[CH2:6][CH2:11][CH2:35][CH2:33][C:32]([OH:37])=[O:36].[C:32]([OH:37])(=[O:36])[C:11]1[C:6](=[CH:7][CH:8]=[CH:9][CH:10]=1)[C:5]([OH:12])=[O:41].[CH2:27]([C:6]([CH2:5][OH:12])([CH2:7][OH:36])[CH2:11][CH3:10])[OH:28]. Procedure details: 1.2 A 12% strength solution of a mixture of 2 parts of benzoin ethyl ether, 6 parts of the reaction product of 1 mole of toluylene diisocyanate and 2 moles of β-hydroxyethyl methacrylate and 92 parts of the polyvinyl alcohol/methacrylic anhydride reaction product, prepared as described in 1.1, in a mixture of equal parts of water and ethanol is prepared. The solution is applied to a steel sheet which has been coated with a polyurethane adhesive according to German Laid-Open Application DOS No. 1... The reactants are C(C)OC(CN)OCC (aminoacetaldehyde diethylacetal), [N+](=O)([O-])C=C(S(=O)C)SC (1-nitro-2-methylthio-2-methylsulphinylethylene). The solvent is CO (methanol). The product is [N+](=O)([O-])C=C(NCC(OCC)OCC)SC (1-nitro-2-methylthio-2-(2,2-diethoxyethylamino)ethylene). The yield is 49.0%. Reaction SMILES: [CH2:1]([O:3][CH:4]([O:7][CH2:8][CH3:9])[CH2:5][NH2:6])[CH3:2].[N+:10]([CH:13]=[C:14](SC)[S:15]([CH3:17])=O)([O-:12])=[O:11]>CO>[N+:10]([CH:13]=[C:14]([S:15][CH3:17])[NH:6][CH2:5][CH:4]([O:7][CH2:8][CH3:9])[O:3][CH2:1][CH3:2])([O-:12])=[O:11]. Procedure details: A solution of aminoacetaldehyde diethylacetal (11 g, 0.08 mol and 1-nitro-2-methylthio-2-methylsulphinylethylene (15 g, 0.08 mol) in methanol (200 ml) was stirred for 21/2 hours at room temperature. The solvent was removed in vacuo leaving a yellow oily residue which after trituration with propan-2-ol gave 1-nitro-2-methylthio-2-(2,2-diethoxyethylamino)ethylene (9.8, 49%) m.p. 72°-74°. Reactants: IC1=CC=C(C(=O)OC)C=C1 (methyl p-iodobenzoate), FC1=CC=C(C=C1)B(O)O (4-fluorobenzenboronic acid), C(=O)([O-])[O-].[K+].[K+] (K2CO3), 1,1'-bis(diphenylphosphine) ferrocene. The reagents and catalysts are C(C)(=O)[O-].[Pd+2].C(C)(=O)[O-] (palladium acetate). Solvent: CN(C)C=O (DMF). The product is FC1=CC=C(C=C1)C1=CC=C(C=C1)C(=O)OC (methyl 4'-fluoro-4-biphenylyl-carboxylate). As a reaction SMILES: I[C:2]1[CH:11]=[CH:10][C:5]([C:6]([O:8][CH3:9])=[O:7])=[CH:4][CH:3]=1.[F:12][C:13]1[CH:18]=[CH:17][C:16](B(O)O)=[CH:15][CH:14]=1.C([O-])([O-])=O.[K+].[K+]>CN(C=O)C.C([O-])(=O)C.[Pd+2].C([O-])(=O)C>[F:12][C:13]1[CH:18]=[CH:17][C:16]([C:2]2[CH:11]=[CH:10][C:5]([C:6]([O:8][CH3:9])=[O:7])=[CH:4][CH:3]=2)=[CH:15][CH:14]=1 |f:2.3.4,6.7.8|. Procedure details: A solution of 1,1'-bis(diphenylphosphine)-ferrocene (1.69 g, 3.05 mmol) and palladium acetate (515 mg, 2.29 mmol) in DMF (250 ml), is heated at 50° for 10 minutes. After the solution has cooled to room temperature methyl p-iodobenzoate (20 g, 76 mmol), 4-fluorobenzenboronic acid (20 g, 143 mmol) and K2CO3 (15.8 g, 114 mmol) are added. The resulting mixture is then heated to 90° for 24 hours. After once again cooling to room temperature the reaction mixture is filtered through Celite and the filt... The reactants are C(C1=CC=CC=C1)OC([C@@H](NC(=O)OC(C)(C)C)CC(=O)O)=O (N-(t-butoxycarbonyl)-L-aspartic acid 1-benzyl ester), C(C1=CC=CC=C1)OC(CCN)=O (β-alanine benzyl ester). Product: C(C1=CC=CC=C1)OC([C@@H](NC(=O)OC(C)(C)C)CC(NCCC(=O)OCC1=CC=CC=C1)=O)=O (3-[[2-[(benzyloxy)carbonyl]ethyl]carbamoyl]-N-(t-butoxycarbonyl)-L-alanine benzyl ester). RXN SMILES: [CH2:1]([O:8][C:9](=[O:23])[C@H:10]([CH2:19][C:20]([OH:22])=O)[NH:11][C:12]([O:14][C:15]([CH3:18])([CH3:17])[CH3:16])=[O:13])[C:2]1[CH:7]=[CH:6][CH:5]=[CH:4][CH:3]=1.[CH2:24]([O:31][C:32](=[O:36])[CH2:33][CH2:34][NH2:35])[C:25]1[CH:30]=[CH:29][CH:28]=[CH:27][CH:26]=1>>[CH2:1]([O:8][C:9](=[O:23])[C@H:10]([CH2:19][C:20](=[O:22])[NH:35][CH2:34][CH2:33][C:32]([O:31][CH2:24][C:25]1[CH:30]=[CH:29][CH:28]=[CH:27][CH:26]=1)=[O:36])[NH:11][C:12]([O:14][C:15]([CH3:16])([CH3:17])[CH3:18])=[O:13])[C:2]1[CH:3]=[CH:4][CH:5]=[CH:6][CH:7]=1. Procedure: N-(t-butoxycarbonyl)-L-aspartic acid 1-benzyl ester was coupled with β-alanine benzyl ester to give 3-[[2-[(benzyloxy)carbonyl]ethyl]carbamoyl]-N-(t-butoxycarbonyl)-L-alanine benzyl ester, m.p. 77°-78° C.